This data is from the Open Reaction Database (ORD), a public repository of structured organic reaction records. The task is: describe an organic reaction: reactants, conditions, products, and yield The reactants are CC(C)(C)OC(=O)N1CCC(n2ncc3c(Cl)ncnc32)CC1, [Cl-], [H-], [NH4+], [Na+], CN(C)C=O, Oc1ccccc1. Yields the product CC(C)(C)OC(=O)N1CCC(n2ncc3c(Oc4ccccc4)ncnc32)CC1. Reaction SMILES: [C:10]([CH3:11])([CH3:12])([CH3:13])[O:14][C:15](=[O:16])[N:17]1[CH2:18][CH2:19][CH:20]([n:23]2[n:24][cH:25][c:26]3[c:27]2[n:28][cH:29][n:30][c:31]3[Cl:32])[CH2:21][CH2:22]1.[Cl-:33].[H-:1].[NH4+:34].[Na+:2].[O:35]=[CH:36][N:37]([CH3:38])[CH3:39].[OH:3][c:4]1[cH:5][cH:6][cH:7][cH:8][cH:9]1>>[O:3]([c:4]1[cH:5][cH:6][cH:7][cH:8][cH:9]1)[c:31]1[c:26]2[cH:25][n:24][n:23]([CH:20]3[CH2:19][CH2:18][N:17]([C:15]([O:14][C:10]([CH3:11])([CH3:12])[CH3:13])=[O:16])[CH2:22][CH2:21]3)[c:27]2[n:28][cH:29][n:30]1.